Dataset: the Open Reaction Database (ORD), a public repository of structured organic reaction records. Task: describe an organic reaction: reactants, conditions, products, and yield Reactants: O=C([O-])[O-], CC(C)(C)OC(=O)N1CC2CNCC2C1, COc1ccc(OC(CCCOS(C)(=O)=O)c2ccc(C#N)cc2)cc1OC, CC#N, [Cs+], [Cs+]. Yields the product COc1ccc(OC(CCCN2CC3CN(C(=O)OC(C)(C)C)CC3C2)c2ccc(C#N)cc2)cc1OC. Reaction SMILES: [C:44](=[O:45])([O-:46])[O-:47].[CH2:29]1[N:30]([C:37](=[O:38])[O:39][C:40]([CH3:41])([CH3:42])[CH3:43])[CH2:31][CH:32]2[CH:33]1[CH2:34][NH:35][CH2:36]2.[CH3:1][S:2]([O:3][CH2:6][CH2:7][CH2:8][CH:9]([O:10][c:11]1[cH:12][c:13]([O:19][CH3:20])[c:14]([O:17][CH3:18])[cH:15][cH:16]1)[c:21]1[cH:22][cH:23][c:24]([C:27]#[N:28])[cH:25][cH:26]1)(=[O:4])=[O:5].[CH3:50][C:51]#[N:52].[Cs+:48].[Cs+:49]>>[CH2:6]([CH2:7][CH2:8][CH:9]([O:10][c:11]1[cH:12][c:13]([O:19][CH3:20])[c:14]([O:17][CH3:18])[cH:15][cH:16]1)[c:21]1[cH:22][cH:23][c:24]([C:27]#[N:28])[cH:25][cH:26]1)[N:35]1[CH2:34][CH:33]2[CH2:29][N:30]([C:37](=[O:38])[O:39][C:40]([CH3:41])([CH3:42])[CH3:43])[CH2:31][CH:32]2[CH2:36]1. Starting materials: BrCC(=O)C1=CC=C(C=C1)[N+](=O)[O-] (1-bromo-2-(4-nitrophenyl)-2-ethanone), NC1=NC=C(C=C1)C (2-amino-5-methylpyridine), C([O-])(O)=O.[Na+] (sodium bicarbonate). Solvent: C(C)O (ethanol). Product: CC=1C=CC=2N(C1)C=C(N2)C2=CC=C(C=C2)[N+](=O)[O-] (6-Methyl-2-(4-nitrophenyl)imidazo[1,2-a]pyridine). Reaction SMILES: Br[CH2:2][C:3]([C:5]1[CH:10]=[CH:9][C:8]([N+:11]([O-:13])=[O:12])=[CH:7][CH:6]=1)=O.[NH2:14][C:15]1[CH:20]=[CH:19][C:18]([CH3:21])=[CH:17][N:16]=1.C(=O)(O)[O-].[Na+]>C(O)C>[CH3:21][C:18]1[CH:19]=[CH:20][C:15]2[N:16]([CH:2]=[C:3]([C:5]3[CH:10]=[CH:9][C:8]([N+:11]([O-:13])=[O:12])=[CH:7][CH:6]=3)[N:14]=2)[CH:17]=1 |f:2.3|. Procedure details: 59.5 g (0.2 mole) of 1-bromo-2-(4-nitrophenyl)-2-ethanone, 21.6 g (0.2 mole) of 2-amino-5-methylpyridine and 34 g of sodium bicarbonate are reacted in 200 ml of 95% strength ethanol. Stirring and refluxing are maintained for 3 hours, and the reaction mixture is then cooled and the ethanol evaporated off under reduced pressure. The evaporation residue is stirred in 700 ml of water at 70° C. for 3 hours, and the insoluble material is then filtered off, washed with 50 ml of ethanol and then ether a...